This data is from the Open Reaction Database (ORD), a public repository of structured organic reaction records. The task is: describe an organic reaction: reactants, conditions, products, and yield The reactants are COC(=O)C(C)=O, CO, Cl, Nc1ccc(F)c(F)c1F. Product: COC(=O)C(C)Nc1ccc(F)c(F)c1F. Reaction SMILES: [CH3:11][O:12][C:13](=[O:14])[C:15]([CH3:16])=[O:17].[CH3:19][OH:20].[ClH:18].[F:1][c:2]1[c:3]([NH2:4])[cH:5][cH:6][c:7]([F:10])[c:8]1[F:9]>>[F:1][c:2]1[c:3]([NH:4][CH:15]([C:13]([O:12][CH3:11])=[O:14])[CH3:16])[cH:5][cH:6][c:7]([F:10])[c:8]1[F:9]. Reactants: OCCN1CCC(CC1)NC(=O)C=1NC2=CC=CC(=C2C1)OCC(C)C (4-isobutoxy-1H-indole-2-carboxylic acid [1-(2-hydroxy-ethyl)piperidin-4-yl]-amide), N1CCC(CCC1)O (azepan-4-ol). Yields the product OC1CCN(CCC1)CCN1CCC(CC1)NC(=O)C=1NC2=CC=CC(=C2C1)OCC(C)C (4-Isobutoxy-1H-indole-2-carboxylic acid {1-[2-(4-hydroxy-azepan-1-yl)-ethyl]-piperidin-4-yl}-amide). RXN SMILES: O[CH2:2][CH2:3][N:4]1[CH2:9][CH2:8][CH:7]([NH:10][C:11]([C:13]2[NH:14][C:15]3[C:20]([CH:21]=2)=[C:19]([O:22][CH2:23][CH:24]([CH3:26])[CH3:25])[CH:18]=[CH:17][CH:16]=3)=[O:12])[CH2:6][CH2:5]1.[NH:27]1[CH2:33][CH2:32][CH2:31][CH:30]([OH:34])[CH2:29][CH2:28]1>>[OH:34][CH:30]1[CH2:31][CH2:32][CH2:33][N:27]([CH2:2][CH2:3][N:4]2[CH2:5][CH2:6][CH:7]([NH:10][C:11]([C:13]3[NH:14][C:15]4[C:20]([CH:21]=3)=[C:19]([O:22][CH2:23][CH:24]([CH3:25])[CH3:26])[CH:18]=[CH:17][CH:16]=4)=[O:12])[CH2:8][CH2:9]2)[CH2:28][CH2:29]1. Procedure details: This compound is synthesized analogously to example 150 from 4-isobutoxy-1H-indole-2-carboxylic acid [1-(2-hydroxy-ethyl)piperidin-4-yl]-amide, 190 and azepan-4-ol.